From a dataset of the Open Reaction Database (ORD), a public repository of structured organic reaction records. describe an organic reaction: reactants, conditions, products, and yield The reactants are [F-].C(CCC)[N+](CCCC)(CCCC)CCCC (Tetrabutylammonium fluoride), C1(CCCC1)OC=1C=C(C=CC1OC)[C@H](CC1=CC=NC=C1)C1=CC=C(C=C1)C(C(F)(F)F)(C(F)(F)F)OCOCC[Si](C)(C)C ((R)-4-{2-(3-Cyclopentyloxy-4-methoxyphenyl)-2-[4-(2-(2-(trimethylsilyl)ethoxymethoxy)-1,1,1,3,3,3-hexafluoropropan-2-yl)phenyl]ethyl}pyridine), NH4OAc. The solvent is C1CCOC1 (THF). The product is C1(CCCC1)OC=1C=C(C=CC1OC)[C@H](CC1=CC=NC=C1)C1=CC=C(C=C1)C(C(F)(F)F)(C(F)(F)F)O ((R)-4-{2-(3-Cyclopentyloxy-4-methoxyphenyl)-2-[4-(1,1,1,3,3,3-hexafluoro-2-hydroxypropan-2-yl)phenyl]ethyl}pyridine). Yield: 87.4%. Reaction SMILES: [F-].C([N+](CCCC)(CCCC)CCCC)CCC.[CH:19]1([O:24][C:25]2[CH:26]=[C:27]([C@@H:33]([C:41]3[CH:46]=[CH:45][C:44]([C:47]([O:56]COCC[Si](C)(C)C)([C:52]([F:55])([F:54])[F:53])[C:48]([F:51])([F:50])[F:49])=[CH:43][CH:42]=3)[CH2:34][C:35]3[CH:40]=[CH:39][N:38]=[CH:37][CH:36]=3)[CH:28]=[CH:29][C:30]=2[O:31][CH3:32])[CH2:23][CH2:22][CH2:21][CH2:20]1>C1COCC1>[CH:19]1([O:24][C:25]2[CH:26]=[C:27]([C@@H:33]([C:41]3[CH:46]=[CH:45][C:44]([C:47]([OH:56])([C:52]([F:53])([F:54])[F:55])[C:48]([F:49])([F:50])[F:51])=[CH:43][CH:42]=3)[CH2:34][C:35]3[CH:36]=[CH:37][N:38]=[CH:39][CH:40]=3)[CH:28]=[CH:29][C:30]=2[O:31][CH3:32])[CH2:20][CH2:21][CH2:22][CH2:23]1 |f:0.1|. Procedure details: Tetrabutylammonium fluoride (1.0M in THF; 30.4 mL, 30.4 mmol) was added dropwise to a solution of (R)-4-{2-(3-cyclopentyloxy4-methoxyphenyl)-2-[4-(2-(2-(trimethylsilyl)ethoxymethoxy)-1,1,1,3,3,3-hexafluoropropan-2-yl)phenyl]ethyl}pyridine from Step 4 (4.08 g, 6.09 mmol) in THF (50 mL) at room temperature, and the resulting solution was heated to the reflux temperature for 2.5 h, allowed to cool, and 25% aqueous NH4OAc buffer was added. The aqueous layer was extracted with EtOAc (3×), and the com... The reactants are OC1=C2C=3C(=CC=NC3C3=C1C=CC=C3)CCC2 (7-Hydroxy-5,6-dihydro-4H-dibenzo[de,h]quinoline), product. Reagents/catalysts: [Pt] (platinum). Solvent: C(C)(=O)O (acetic acid). Conditions: temperature 65 celsius. Yields the product OC1=C2C=3C(=CC=NC3C3=C1CCCC3)CCC2 (7-Hydroxy-5,6,8,9,10,11-hexahydro-4H-dibenzo[de,h]-quinoline). Isolated yield 86.9%. Reaction SMILES: [OH:1][C:2]1[C:11]2[CH:12]=[CH:13][CH:14]=[CH:15][C:10]=2[C:9]2[N:8]=[CH:7][CH:6]=[C:5]3[CH2:16][CH2:17][CH2:18][C:3]=1[C:4]=23>C(O)(=O)C.[Pt]>[OH:1][C:2]1[C:11]2[CH2:12][CH2:13][CH2:14][CH2:15][C:10]=2[C:9]2[N:8]=[CH:7][CH:6]=[C:5]3[CH2:16][CH2:17][CH2:18][C:3]=1[C:4]=23. Procedure: 7-Hydroxy-5,6-dihydro-4H-dibenzo[de,h]quinoline (16.4 g) and Adams platinum (2.78 g) suspended in acetic acid (400 cc) are placed under an initial hydrogen pressure of 25 bars at 25° C. The mixture is stirred and heated at 65° C. for 24 hours. After cooling to 25° C., the catalyst is filtered off and washed three times with acetic acid (total 200 cc). The combined organic filtrates are evaporated to dryness. The residue is taken up in water (500 cc) and the mixture is neutralised by the addition...